Dataset: the Open Reaction Database (ORD), a public repository of structured organic reaction records. Task: describe an organic reaction: reactants, conditions, products, and yield Reactants: [Br-], Br, O=N[O-], Nc1cccnc1CO, [Na+], O, S. Product: OCc1ncccc1Br. Reaction SMILES: [Br-:14].[BrH:16].[N:1]([O-:2])=[O:3].[NH2:5][c:6]1[c:7]([CH2:12][OH:13])[n:8][cH:9][cH:10][cH:11]1.[Na+:4].[OH2:15].[SH2:17]>>[c:6]1([Br:14])[c:7]([CH2:12][OH:13])[n:8][cH:9][cH:10][cH:11]1. Starting materials: FC(C1=CC=2C(=[N+](N(N2)C2=C(C(=CC(=C2)C(C)(C)CC(C)(C)C)C(C)(C)C2=CC=C(C=C2)F)O)[O-])C=C1)(F)F (5-Trifluoromethyl-2-[2-hydroxy-3-(4-fluoro-α-cumyl)-5-tert-octylphenyl]-2H-benzotriazole-N-oxide), ClC=1C(C2=CC=CC=C2C(C1Cl)=O)=O (2,3-dichloro-1,4-naphthoquinone), [OH-].[Na+] (sodium hydroxide), CC(CC)O (2-butanol). The solvent is C(C)C(=O)C (methyl ethyl ketone). Run at temperature 83 celsius. The product is FC(C1=CC=2C(=NN(N2)C2=C(C(=CC(=C2)C(C)(C)CC(C)(C)C)C(C)(C)C2=CC=C(C=C2)F)O)C=C1)(F)F (5-Trifluoromethyl-2-[2-hydroxy-3-(4-fluoro-α-cumyl)-5-tert-octylphenyl]-2H-benzotriazole), solid. As a reaction SMILES: [OH-].[Na+].CC(O)CC.[F:8][C:9]([F:46])([F:45])[C:10]1[CH:44]=[CH:43][C:13]2=[N+:14]([O-])[N:15]([C:17]3[CH:22]=[C:21]([C:23]([CH2:26][C:27]([CH3:30])([CH3:29])[CH3:28])([CH3:25])[CH3:24])[CH:20]=[C:19]([C:31]([C:34]4[CH:39]=[CH:38][C:37]([F:40])=[CH:36][CH:35]=4)([CH3:33])[CH3:32])[C:18]=3[OH:41])[N:16]=[C:12]2[CH:11]=1.ClC1C(=O)C2C(C(=O)C=1Cl)=CC=CC=2>C(C(C)=O)C>[F:46][C:9]([F:8])([F:45])[C:10]1[CH:44]=[CH:43][C:13]2=[N:14][N:15]([C:17]3[CH:22]=[C:21]([C:23]([CH2:26][C:27]([CH3:30])([CH3:29])[CH3:28])([CH3:24])[CH3:25])[CH:20]=[C:19]([C:31]([C:34]4[CH:35]=[CH:36][C:37]([F:40])=[CH:38][CH:39]=4)([CH3:33])[CH3:32])[C:18]=3[OH:41])[N:16]=[C:12]2[CH:11]=1 |f:0.1|. Procedure details: To a 500 mL three-necked flask equipped with a mechanical stirrer, 3.7 g of sodium hydroxide pellets and 50 mL of 2-butanol are charged and heated to 83° C. To this solution is added over a 90-minute period a solution of 230 mL of methyl ethyl ketone, 20 g of the benzo-triazole-N-oxide prepared in Example 15 and 0.85 g of 2,3-dichloro-1,4-naphthoquinone. The mixture is refluxed at 88° C. for one hour while distilling off methyl ethyl ketone. After cooling down to ambient temperature, 25 g of wat... As a reaction SMILES: [F:1][C:2]1[C:7]([F:8])=[CH:6][CH:5]=[CH:4][C:3]=1[OH:9].P([O-])([O-])([O-])=O.[K+].[K+].[K+].O.C1(C)C=CC=CC=1.CS(O[CH2:31][C@H:32]1[CH2:37][CH2:36][C@H:35]([C@H:38]2[CH2:43][CH2:42][C@H:41]([CH:44]=[CH2:45])[CH2:40][CH2:39]2)[CH2:34][CH2:33]1)(=O)=O>CN(C=O)C>[F:1][C:2]1[C:7]([F:8])=[CH:6][CH:5]=[CH:4][C:3]=1[O:9][CH2:31][C@H:32]1[CH2:37][CH2:36][C@H:35]([C@H:38]2[CH2:43][CH2:42][C@H:41]([CH:44]=[CH2:45])[CH2:40][CH2:39]2)[CH2:34][CH2:33]1 |f:1.2.3.4|. Reactants: CS(=O)(=O)OC[C@@H]1CC[C@H](CC1)[C@@H]1CC[C@H](CC1)C=C (trans-4-(trans-4-vinylcyclohexyl)cyclohexylmethyl methanesulfonate), FC1=C(C=CC=C1F)O (2,3-difluorophenol), P(=O)([O-])([O-])[O-].[K+].[K+].[K+] (tripotassium phosphate), O (Water), C1(=CC=CC=C1)C (toluene). Run at temperature 90 celsius, time 2 hour. Reported procedure: In DMF, trans-4-(trans-4-vinylcyclohexyl)cyclohexylmethyl methanesulfonate was dissolved, and 2,3-difluorophenol and tripotassium phosphate were added thereto, and then stirred for 2 hours at 80 to 100° C. Water and toluene were added thereto, and the organic layer was fractioned. The resultant product was washed with water and saturated saline, and then dried over anhydrous magnesium sulfate. The solvent was evaporated under reduced pressure. The residue was purified by column chromatography, t... Solvent: CN(C)C=O (DMF). Product: FC1=C(C=CC=C1F)OC[C@@H]1CC[C@H](CC1)[C@@H]1CC[C@H](CC1)C=C (2,3-difluoro-1-(trans-4-(trans-4-vinylcyclohexyl)cyclohexyl)methoxybenzene). Starting materials: ( 84 ), C1=C=CCCCCCCC1 (1,2-cyclodecadiene). The reagents and catalysts are [Pd] (Pd on charcoal). Yields the product C/1=C\CCCCCCCC1 (trans-cyclodecene). Isolated yield 17.0%. Reaction SMILES: [CH:1]1[CH2:10][CH2:9][CH2:8][CH2:7][CH2:6][CH2:5][CH2:4][CH:3]=[C:2]=1>[Pd]>[CH:1]1=[CH:2][CH2:3][CH2:4][CH2:5][CH2:6][CH2:7][CH2:8][CH2:9][CH2:10]1. Procedure details: Moore, J.Am.Chem.Soc. (84) 3788 discloses the hydrogenation of 1,2-cyclodecadiene using a 10% Pd on charcoal catalyst to produce 17-32% trans-cyclodecene. Starting materials: COC1=CC=2CCC=3[C@@H]4CC[C@@H]([C@@]4(C)CCC3C2C=C1)O (3-methoxyestra-1,3,5(10),8-tetraen-17β-ol), N (ammonia), NC1=CC=CC=C1 (aniline), [Li] (lithium), [Cl-].[NH4+] (ammonium chloride). Run in O1CCCC1 (tetrahydrofuran), O (water). The product is COC1=CC=2CC[C@H]3[C@@H]4CC[C@@H]([C@@]4(C)CC[C@@H]3C2C=C1)O (3-methoxyestra-1,3,5(10)-trien-17β-ol). Yield: 31.8%. Reaction SMILES: [CH3:1][O:2][C:3]1[CH:20]=[CH:19][C:18]2[C:17]3[CH2:16][CH2:15][C@@:13]4([CH3:14])[C@@H:9]([CH2:10][CH2:11][C@@H:12]4[OH:21])[C:8]=3[CH2:7][CH2:6][C:5]=2[CH:4]=1.N.NC1C=CC=CC=1.[Li].[Cl-].[NH4+]>O1CCCC1.O>[CH3:1][O:2][C:3]1[CH:20]=[CH:19][C:18]2[C@@H:17]3[C@H:8]([C@H:9]4[C@@:13]([CH2:15][CH2:16]3)([CH3:14])[C@@H:12]([OH:21])[CH2:11][CH2:10]4)[CH2:7][CH2:6][C:5]=2[CH:4]=1 |f:4.5,^1:29|. Procedure details: Add dl-3-methoxyestra-1,3,5(10),8-tetraen-17β-ol (37.5 g) in tetrahydrofuran (350 ml) to a stirred solution of liquid ammonia (1 liter) and aniline (45 ml). Add lithium (2 g), stir for 30 minutes, and then add ammonium chloride (20 g) followed by water. Extract with ether-benzene (1:1) and wash the organic solution with water, excess 3N hydrochloric acid, water and dry. Evaporate the solvent and recrystallize the residue from ethyl acetate-hexane to obtain dl-3-methoxyestra-1,3,5(10)-trien-17β-o...